Dataset: the Open Reaction Database (ORD), a public repository of structured organic reaction records. Task: describe an organic reaction: reactants, conditions, products, and yield Reactants: O (Water), CI (methyl iodide), [H-].[Na+] (sodium hydride), C(C)(C)C1=NC(=C(C(=C1C(=O)OCC)C1=CC=C(C=C1)F)CO)C(C)C (Ethyl 2,6-diisopropyl-4-(4-fluorophenyl)-5-hydroxymethylpyridine-3-carboxylate). Run in O1CCCC1 (tetrahydrofuran). Run at time 2 hour. Yields the product C(C)(C)C1=NC(=C(C(=C1C(=O)OCC)C1=CC=C(C=C1)F)COC)C(C)C (Ethyl 2,6-diisopropyl-4-(4-fluorophenyl)-5-methoxymethylpyridine-3-carboxylate). Reaction SMILES: [CH3:1]I.[H-].[Na+].[CH:5]([C:8]1[C:13]([C:14]([O:16][CH2:17][CH3:18])=[O:15])=[C:12]([C:19]2[CH:24]=[CH:23][C:22]([F:25])=[CH:21][CH:20]=2)[C:11]([CH2:26][OH:27])=[C:10]([CH:28]([CH3:30])[CH3:29])[N:9]=1)([CH3:7])[CH3:6].O>O1CCCC1>[CH:5]([C:8]1[C:13]([C:14]([O:16][CH2:17][CH3:18])=[O:15])=[C:12]([C:19]2[CH:20]=[CH:21][C:22]([F:25])=[CH:23][CH:24]=2)[C:11]([CH2:26][O:27][CH3:1])=[C:10]([CH:28]([CH3:29])[CH3:30])[N:9]=1)([CH3:7])[CH3:6] |f:1.2|. Procedure details: 0.57 ml (9.2 mmol) of methyl iodide and, at -50° C., 327 mg (10.9 mmol) of 80% strength sodium hydride are added under a nitrogen atmosphere to 3 g (8.4 mmol) of the compound from Example 4 in 100 ml of dry tetrahydrofuran. The mixture is stirred for 2 hours and the temperature is allowed to rise to 25° C. in the course of this. Water is cautiously added to the mixture and it is extracted several times using ether, and the organic phase is dried over sodium sulphate and concentrated in vacuo. The reactants are COC(C1=CC(=C(C=C1)C(O[SiH2]C(C)(C)C)(C)C)F)=O (4-(tert-Butyl-dimethyl-silanyloxymethyl)-3-fluoro-benzoic Acid Methyl Ester), [OH-].[Na+] (NaOH), [OH-].[Na+] (NaOH). The solvent is CCO (EtOH). Conditions: time 1 hour. The product is C(C)(C)(C)[SiH2]OC(C1=C(C=C(C(=O)O)C=C1)F)(C)C (4-(tert-Butyl-dimethyl-silanyloxymethyl)-3-fluoro-benzoic Acid). RXN SMILES: C[O:2][C:3](=[O:20])[C:4]1[CH:9]=[CH:8][C:7]([C:10]([CH3:18])([CH3:17])[O:11][SiH2:12][C:13]([CH3:16])([CH3:15])[CH3:14])=[C:6]([F:19])[CH:5]=1.[OH-].[Na+]>CCO>[C:13]([SiH2:12][O:11][C:10]([CH3:18])([CH3:17])[C:7]1[CH:8]=[CH:9][C:4]([C:3]([OH:20])=[O:2])=[CH:5][C:6]=1[F:19])([CH3:16])([CH3:14])[CH3:15] |f:1.2|. Reported procedure: To 2.20 g (7.37 mmol) 4-(tert-butyl-dimethyl-silanyloxymethyl)-3-fluoro-benzoic acid methyl ester (preparation 16c) in 30 mL EtOH is added 12 mL 1 M aqueous NaOH-solution. The mixture is stirred 1 h at RT, additional 4 mL 1 M aqueous NaOH-solution are added and the reaction mixture is stirred an additional hour. The solvent is evaporated, the residue is acidified with 1 M aqueous HCl-solution. The precipitate is collected and dried. Starting materials: CC(C)(C)[Si](OCc1cccn(-c2ccc(N3CC(CNC(=O)c4ccc(Cl)s4)OC3=O)cc2Cl)c1=O)(c1ccccc1)c1ccccc1, C1CCOC1, CCCC[N+](CCCC)(CCCC)CCCC, CCOC(C)=O, [Cl-], [F-], [Na+], O. Yields the product O=C(NCC1CN(c2ccc(-n3cccc(CO)c3=O)c(Cl)c2)C(=O)O1)c1ccc(Cl)s1. RXN SMILES: [C:19]([Si:20]([c:21]1[cH:22][cH:23][cH:56][cH:57][cH:58]1)([O:24][CH2:25][c:26]1[c:27](=[O:55])[n:28](-[c:32]2[c:33]([Cl:54])[cH:34][c:35]([N:38]3[C:39](=[O:53])[O:40][CH:41]([CH2:43][NH:44][C:45](=[O:46])[c:47]4[s:48][c:49]([Cl:52])[cH:50][cH:51]4)[CH2:42]3)[cH:36][cH:37]2)[cH:29][cH:30][cH:31]1)[c:59]1[cH:60][cH:61][cH:62][cH:63][cH:64]1)([CH3:65])([CH3:66])[CH3:67].[CH2:68]1[O:69][CH2:70][CH2:71][CH2:72]1.[CH3:2][CH2:3][CH2:4][CH2:5][N+:6]([CH2:7][CH2:8][CH2:9][CH3:10])([CH2:11][CH2:12][CH2:13][CH3:14])[CH2:15][CH2:16][CH2:17][CH3:18].[CH3:76][CH2:77][O:78][C:79](=[O:80])[CH3:81].[Cl-:75].[F-:1].[Na+:74].[OH2:73]>>[OH:24][CH2:25][c:26]1[c:27](=[O:55])[n:28](-[c:32]2[c:33]([Cl:54])[cH:34][c:35]([N:38]3[C:39](=[O:53])[O:40][CH:41]([CH2:43][NH:44][C:45](=[O:46])[c:47]4[s:48][c:49]([Cl:52])[cH:50][cH:51]4)[CH2:42]3)[cH:36][cH:37]2)[cH:29][cH:30][cH:31]1.